This data is from the Open Reaction Database (ORD), a public repository of structured organic reaction records. The task is: describe an organic reaction: reactants, conditions, products, and yield Reactants: CC(C)CN(C(CO)CCCCNC(=O)OC(C)(C)C)S(=O)(=O)c1ccc(NC(=O)OC(C)(C)C)cc1, C1CCOC1, CCOP(=O)(Cl)OCC, CCOP(=O)(OCC)OCC, [H-], [Na+], O. Yields the product CCOP(=O)(OCC)OCC(CCCCNC(=O)OC(C)(C)C)N(CC(C)C)S(=O)(=O)c1ccc(NC(=O)OC(C)(C)C)cc1. Reaction SMILES: [C:1]([CH3:2])([CH3:3])([CH3:4])[O:5][C:6]([NH:7][c:8]1[cH:9][cH:10][c:11]([S:14]([N:15]([CH2:16][CH:17]([CH3:18])[CH3:19])[CH:20]([CH2:21][CH2:22][CH2:23][CH2:24][NH:25][C:26](=[O:27])[O:28][C:29]([CH3:30])([CH3:31])[CH3:32])[CH2:33][OH:34])(=[O:35])=[O:36])[cH:12][cH:13]1)=[O:37].[CH2:38]1[O:39][CH2:40][CH2:41][CH2:42]1.[CH2:43]([CH3:44])[O:45][P:46](=[O:47])([O:48][CH2:49][CH3:50])[Cl:51].[CH2:54]([O:55][P:56]([O:57][CH2:58][CH3:59])([O:60][CH2:61][CH3:62])=[O:63])[CH3:64].[H-:53].[Na+:52].[OH2:65]>>[C:1]([CH3:2])([CH3:3])([CH3:4])[O:5][C:6]([NH:7][c:8]1[cH:9][cH:10][c:11]([S:14]([N:15]([CH2:16][CH:17]([CH3:18])[CH3:19])[CH:20]([CH2:21][CH2:22][CH2:23][CH2:24][NH:25][C:26](=[O:27])[O:28][C:29]([CH3:30])([CH3:31])[CH3:32])[CH2:33][O:34][P:46]([O:45][CH2:43][CH3:44])(=[O:47])[O:48][CH2:49][CH3:50])(=[O:35])=[O:36])[cH:12][cH:13]1)=[O:37]. Reaction SMILES: [Cl:1][C:2]1[CH:7]=[CH:6][C:5]([S:8]([NH:11][C@@H:12]([CH2:16][CH2:17][CH3:18])[C:13](O)=[S:14])(=[O:10])=[O:9])=[CH:4][CH:3]=1.[NH2:19][C:20]1[CH:21]=[C:22]([CH:28]=[CH:29][CH:30]=1)[C:23]([O:25][CH2:26][CH3:27])=[O:24].C1(N=C=NC2CCCCC2)CCCCC1>ClCCl>[Cl:1][C:2]1[CH:7]=[CH:6][C:5]([S:8]([NH:11][C@@H:12]([CH2:16][CH2:17][CH3:18])[C:13]([NH:19][C:20]2[CH:30]=[CH:29][CH:28]=[C:22]([C:23]([O:25][CH2:26][CH3:27])=[O:24])[CH:21]=2)=[S:14])(=[O:10])=[O:9])=[CH:4][CH:3]=1. Procedure: The procedure described in Example 180 was repeated, except that (S)-2-(4-chlorobenzenesulfonylamino)-4-methylthiobutanoic acid (10 g) and ethyl 3-aminobenzoate (4.1 g) were condensed in dichloromethane (80 ml) in the presence of N,N'-dicyclohexylcarbodiimide (7.65 g). The reaction mixture was filtered, and the filtrate was concentrated. The resulting crude product was recrystallized from methanol-ethyl acetate to obtain (S)-2-(4-chlorobenzenesulfonylamino)-N-(3-ethoxycarbonylphenyl)-4-methylthi... Isolated yield 18.9%. Solvent: ClCCl (dichloromethane). The product is ClC1=CC=C(C=C1)S(=O)(=O)N[C@H](C(=S)NC1=CC(=CC=C1)C(=O)OCC)CCC ((S)-2-(4-chlorobenzenesulfonylamino)-N-(3-ethoxycarbonylphenyl)-4-methylthiobutanamide). Starting materials: ClC1=CC=C(C=C1)S(=O)(=O)N[C@H](C(=S)O)CCC ((S)-2-(4-chlorobenzenesulfonylamino)-4-methylthiobutanoic acid), C1(CCCCC1)N=C=NC1CCCCC1 (N,N'-dicyclohexylcarbodiimide), NC=1C=C(C(=O)OCC)C=CC1 (ethyl 3-aminobenzoate).